From a dataset of the Open Reaction Database (ORD), a public repository of structured organic reaction records. describe an organic reaction: reactants, conditions, products, and yield The reactants are C(C(C)(C)C)(=O)OC[C@H](C=1C(=C2C=CC(=NC2=CC1C)N1CCOCC1)C1=CC=C(C=C1)Cl)OC(C)(C)C ((S)-2-tert-butoxy-2-(5-(4-chlorophenyl)-7-methyl-2-morpholinoquinolin-6-yl)ethyl pivalate), C(C1=CC=CC=C1)OC1=NC2=CC(=C(C(=C2C=C1)C1=CC=C(C=C1)Cl)[C@@H](CO)OC(C)(C)C)C ((S)-2-(2-(benzyloxy)-5-(4-chlorophenyl)-7-methylquinolin-6-yl)-2-tert-butoxyethanol), C(C)(C)(C)O[C@H](CO)C=1C(=C2C=CC(=NC2=CC1C)N1CCOCC1)C1=CC=C(C=C1)Cl ((S)-2-tert-butoxy-2-(5-(4-chlorophenyl)-7-methyl-2-morpholinoquinolin-6-yl)ethanol). Product: C(C1=CC=CC=C1)OC1=NC2=CC(=C(C(=C2C=C1)C1=CC=C(C=C1)Cl)[C@@H](C(=O)O)OC(C)(C)C)C ((S)-2-(2-(Benzyloxy)-5-(4-chlorophenyl)-7-methylquinolin-6-yl)-2-tert-butoxyacetic acid). As a reaction SMILES: C(OC[C@@H](OC(C)(C)C)C1C(C2C=CC(Cl)=CC=2)=C2C(=CC=1C)N=C(N1CCOCC1)C=C2)(=[O:6])C(C)(C)C.[CH2:39]([O:46][C:47]1[CH:56]=[CH:55][C:54]2[C:49](=[CH:50][C:51]([CH3:72])=[C:52]([C@H:64]([O:67][C:68]([CH3:71])([CH3:70])[CH3:69])[CH2:65][OH:66])[C:53]=2[C:57]2[CH:62]=[CH:61][C:60]([Cl:63])=[CH:59][CH:58]=2)[N:48]=1)[C:40]1[CH:45]=[CH:44][CH:43]=[CH:42][CH:41]=1.C(O[C@@H](C1C(C2C=CC(Cl)=CC=2)=C2C(=CC=1C)N=C(N1CCOCC1)C=C2)CO)(C)(C)C>>[CH2:39]([O:46][C:47]1[CH:56]=[CH:55][C:54]2[C:49](=[CH:50][C:51]([CH3:72])=[C:52]([C@H:64]([O:67][C:68]([CH3:69])([CH3:71])[CH3:70])[C:65]([OH:6])=[O:66])[C:53]=2[C:57]2[CH:62]=[CH:61][C:60]([Cl:63])=[CH:59][CH:58]=2)[N:48]=1)[C:40]1[CH:45]=[CH:44][CH:43]=[CH:42][CH:41]=1. Procedure details: (S)-2-(2-(Benzyloxy)-5-(4-chlorophenyl)-7-methylquinolin-6-yl)-2-tert-butoxyacetic acid (65A) (3.3 mg) was prepared in a similar manner as compound ((S)-2-tert-butoxy-2-(5-(4-chlorophenyl)-7-methyl-2-morpholinoquinolin-6-yl)acetic acid of Example 29 except using (S)-2-(2-(benzyloxy)-5-(4-chlorophenyl)-7-methylquinolin-6-yl)-2-tert-butoxyethanol instead of ((S)-2-tert-butoxy-2-(5-(4-chlorophenyl)-7-methyl-2-morpholinoquinolin-6-yl)ethanol. 1H-NMR 400 MHz (CD3OD) δ 7.82 (d, J=9.6 Hz, 1 H), 7.71 (s... Reactants: C(C)NC(=O)N[C@H]1[C@H](O)[C@@H](O)[C@H](O)[C@H](O1)CO (1-ethyl-3-(β-D-glucopyranosyl)urea), cation-exchange resin, N(=O)[O-].[Na+] (sodium nitrite). Solvent: O (water), C(C)(=O)O (acetic acid). Product: C(C)N(C(=O)N[C@H]1[C@H](O)[C@@H](O)[C@H](O)[C@H](O1)CO)N=O (1-ethyl-3-(β-D-glucopyranosyl)-1-nitrosourea). Isolated yield 96.4%. Reaction SMILES: [CH2:1]([NH:3][C:4]([NH:6][C@@H:7]1[O:15][C@H:14]([CH2:16][OH:17])[C@@H:12]([OH:13])[C@H:10]([OH:11])[C@H:8]1[OH:9])=[O:5])[CH3:2].[N:18]([O-])=[O:19].[Na+]>O.C(O)(=O)C>[CH2:1]([N:3]([N:18]=[O:19])[C:4]([NH:6][C@@H:7]1[O:15][C@H:14]([CH2:16][OH:17])[C@@H:12]([OH:13])[C@H:10]([OH:11])[C@H:8]1[OH:9])=[O:5])[CH3:2] |f:1.2|. Procedure details: 1-ethyl-3-(β-D-glucopyranosyl)urea (930 mg) was dissolved in a mixture of water (4.3 ml) and acetic acid (4.3 ml), and to the solution was added 370 mg (1.5 mol. equivalents) of sodium nitrite in small portions under stirring. The mixture was stirred overnight at ambient temperature to complete the nitrosation. The reaction mixture was then treated with 4 ml of a cation-exchange resin, Amberlite IR-120 (H+ form), to remove the sodium ion therefrom. The reaction mixture was subsequently freeze-dr... Reactants: [N+](=O)([O-])C1=CC(=C(C=C1C=O)OC)OC (6-nitroveratraldehyde), C1(CCCCC1)N (cyclohexylamine), C(C)(=O)O (acetic acid). Run in C(C)O (ethanol). The product is [N+](=O)([O-])C1=CC(=C(C=C1C=NC1CCCCC1)OC)OC (6-Nitroveratrylidenecyclohexylamine). The yield is 80.4%. RXN SMILES: [N+:1]([C:4]1[C:9]([CH:10]=O)=[CH:8][C:7]([O:12][CH3:13])=[C:6]([O:14][CH3:15])[CH:5]=1)([O-:3])=[O:2].[CH:16]1([NH2:22])[CH2:21][CH2:20][CH2:19][CH2:18][CH2:17]1.C(O)(=O)C>C(O)C>[N+:1]([C:4]1[C:9]([CH:10]=[N:22][CH:16]2[CH2:21][CH2:20][CH2:19][CH2:18][CH2:17]2)=[CH:8][C:7]([O:12][CH3:13])=[C:6]([O:14][CH3:15])[CH:5]=1)([O-:3])=[O:2]. Procedure: A suspension of 42.2 g (0.2 mole) of 6-nitroveratraldehyde, 19.8 g (0.2 mole) cyclohexylamine, 1.0 ml. glacial acetic acid, and 1.25 l. ethanol was stirred and refluxed for 5 min., cooled, and filtered. The solid was washed with 100 ml. cold ethanol and air dried to give 47.0 g (80%) of the product, m.p. 160°-161°.